Dataset: the Open Reaction Database (ORD), a public repository of structured organic reaction records. Task: describe an organic reaction: reactants, conditions, products, and yield The reactants are COc1c(C)c(Cc2ccc(O)c(C=O)c2)c(OC)c(OC)c1OC, COS(=O)(=O)OC, CCO, Cl, [Na+], [OH-]. The product is COc1ccc(Cc2c(C)c(OC)c(OC)c(OC)c2OC)cc1C=O. RXN SMILES: [CH3:1][O:2][c:3]1[c:4]([CH3:25])[c:5]([CH2:6][c:7]2[cH:8][cH:9][c:10]([OH:15])[c:11]([CH:12]=[O:13])[cH:14]2)[c:16]([O:23][CH3:24])[c:17]([O:21][CH3:22])[c:18]1[O:19][CH3:20].[CH3:28][O:29][S:30]([O:31][CH3:32])(=[O:33])=[O:34].[CH3:36][CH2:37][OH:38].[ClH:35].[Na+:27].[OH-:26]>>[CH3:1][O:2][c:3]1[c:4]([CH3:25])[c:5]([CH2:6][c:7]2[cH:8][cH:9][c:10]([O:15][CH3:28])[c:11]([CH:12]=[O:13])[cH:14]2)[c:16]([O:23][CH3:24])[c:17]([O:21][CH3:22])[c:18]1[O:19][CH3:20]. Reactants: CC(C)(C)OC(=O)N1CCC(Oc2ccc([N+](=O)[O-])cc2C(N)=O)CC1, CO. The product is CC(C)(C)OC(=O)N1CCC(Oc2ccc(N)cc2C(N)=O)CC1. Reaction SMILES: [C:1]([CH3:2])([CH3:3])([CH3:4])[O:5][C:6](=[O:7])[N:8]1[CH2:9][CH2:10][CH:11]([O:14][c:15]2[c:16]([C:24]([NH2:25])=[O:26])[cH:17][c:18]([N+:21]([O-:22])=[O:23])[cH:19][cH:20]2)[CH2:12][CH2:13]1.[CH3:27][OH:28]>>[C:1]([CH3:2])([CH3:3])([CH3:4])[O:5][C:6](=[O:7])[N:8]1[CH2:9][CH2:10][CH:11]([O:14][c:15]2[c:16]([C:24]([NH2:25])=[O:26])[cH:17][c:18]([NH2:21])[cH:19][cH:20]2)[CH2:12][CH2:13]1.